Dataset: the Open Reaction Database (ORD), a public repository of structured organic reaction records. Task: describe an organic reaction: reactants, conditions, products, and yield Yields the product O1C(CCCC1)CC([C@H]1[C@@H](C[C@H]2[C@@H]3CCC4=CC(C=C[C@]4(C)[C@H]3[C@H](C[C@]12C)O)=O)C#N)=O (21-tetrahydropyranyl-16α-cyano-11β-hydroxy-3,20-dioxo-1,4-pregnadiene). As a reaction SMILES: [C:1]([C@@H:3]1[CH2:23][C@@H:22]2[C@:9]([CH3:27])([CH2:10][C@H:11]([OH:26])[C@H:12]3[C@H:21]2[CH2:20][CH2:19][C:18]2[C@:13]3([CH3:25])[CH:14]=[CH:15][C:16](=[O:24])[CH:17]=2)[C@H:4]1[C:5](=[O:8])[CH2:6]O)#[N:2].[O:28]1[CH:33]=[CH:32][CH2:31][CH2:30][CH2:29]1.S(C1C=CC(C)=CC=1)([O-])(=O)=O.[NH+]1C=CC=CC=1>>[O:28]1[CH2:33][CH2:32][CH2:31][CH2:30][CH:29]1[CH2:6][C:5](=[O:8])[C@@H:4]1[C@:9]2([CH3:27])[C@H:22]([C@H:21]3[C@H:12]([C@@H:11]([OH:26])[CH2:10]2)[C@:13]2([CH3:25])[C:18](=[CH:17][C:16](=[O:24])[CH:15]=[CH:14]2)[CH2:19][CH2:20]3)[CH2:23][C@H:3]1[C:1]#[N:2] |f:2.3|. Procedure: The process of claim 9 which additionally comprises reacting (VI) with 2,3-dihydropyran and pyridinium tosylate to produce (VII) 21-tetrahydropyranyl-16α-cyano-11β-hydroxy-3,20-dioxo-1,4-pregnadiene. Starting materials: C(#N)[C@H]1[C@H](C(CO)=O)[C@]2(C[C@@H]([C@@H]3[C@]4(C=CC(C=C4CC[C@H]3[C@@H]2C1)=O)C)O)C (16α-cyano-11β,21-dihydroxy-3,20-dioxo-1,4-pregnadiene), O1CCCC=C1 (2,3-dihydropyran), S(=O)(=O)([O-])C1=CC=C(C)C=C1.[NH+]1=CC=CC=C1 (pyridinium tosylate). Starting materials: FC(C1=CC=C(OCC2=CC=CC(=N2)N)C=C1)(F)F (6-(4-trifluoromethyl-phenoxymethyl)-pyridin-2-ylamine), FC1=C(C=C(C=C1)F)S(=O)(=O)Cl (2,5-difluoro-benzenesulfonyl chloride). Product: FC1=C(C=C(C=C1)F)S(=O)(=O)NC1=NC(=CC=C1)COC1=CC=C(C=C1)C(F)(F)F (2,5-Difluoro-N-[6-(4-trifluoromethyl-phenoxymethyl)-pyridin-2-yl]-benzenesulfonamide). As a reaction SMILES: [F:1][C:2]([F:19])([F:18])[C:3]1[CH:17]=[CH:16][C:6]([O:7][CH2:8][C:9]2[N:14]=[C:13]([NH2:15])[CH:12]=[CH:11][CH:10]=2)=[CH:5][CH:4]=1.[F:20][C:21]1[CH:26]=[CH:25][C:24]([F:27])=[CH:23][C:22]=1[S:28](Cl)(=[O:30])=[O:29]>>[F:20][C:21]1[CH:26]=[CH:25][C:24]([F:27])=[CH:23][C:22]=1[S:28]([NH:15][C:13]1[CH:12]=[CH:11][CH:10]=[C:9]([CH2:8][O:7][C:6]2[CH:16]=[CH:17][C:3]([C:2]([F:1])([F:18])[F:19])=[CH:4][CH:5]=2)[N:14]=1)(=[O:30])=[O:29]. Procedure details: This material was prepared in analogy to example 1 from 6-(4-trifluoromethyl-phenoxymethyl)-pyridin-2-ylamine (0.08 g) and 2,5-difluoro-benzenesulfonyl chloride (0.07 g) as a light yellow solid (0.086 g). MS (ESI−): 443.0 ([M−H]−)